This data is from the Open Reaction Database (ORD), a public repository of structured organic reaction records. The task is: describe an organic reaction: reactants, conditions, products, and yield Reactants: ClC1=CC=C(C(C2=CC=CC=C2)N2CCNCC2)C=C1 (4-Chlorobenzhydrylpiperazine), C(Cl)C1CO1 (epichlorohydrin), C(=O)(O)[O-].[Na+] (NaHCO3). The solvent is CCO (EtOH), C(C)O (ethanol). Reaction conditions: time 20 hour. Product: O.ClCC(CN1CCN(CC1)C(C1=CC=C(C=C1)Cl)C1=CC=CC=C1)O.ClCC(CN1CCN(CC1)C(C1=CC=C(C=C1)Cl)C1=CC=CC=C1)O (1-(1-Chloro-2-hydroxy-3-propanyl)-4-(4-chlorobenzhydryl)piperazine Hemihydrate). The yield is 26.3%. RXN SMILES: [Cl:1][C:2]1[CH:20]=[CH:19][C:5]([CH:6]([N:13]2[CH2:18][CH2:17][NH:16][CH2:15][CH2:14]2)[C:7]2[CH:12]=[CH:11][CH:10]=[CH:9][CH:8]=2)=[CH:4][CH:3]=1.[CH2:21]([CH:23]1[O:25][CH2:24]1)[Cl:22].C([O-])(O)=O.[Na+]>CCO>[OH2:25].[Cl:22][CH2:21][CH:23]([OH:25])[CH2:24][N:16]1[CH2:15][CH2:14][N:13]([CH:6]([C:7]2[CH:8]=[CH:9][CH:10]=[CH:11][CH:12]=2)[C:5]2[CH:4]=[CH:3][C:2]([Cl:1])=[CH:20][CH:19]=2)[CH2:18][CH2:17]1.[Cl:22][CH2:21][CH:23]([OH:25])[CH2:24][N:16]1[CH2:15][CH2:14][N:13]([CH:6]([C:7]2[CH:8]=[CH:9][CH:10]=[CH:11][CH:12]=2)[C:5]2[CH:4]=[CH:3][C:2]([Cl:1])=[CH:20][CH:19]=2)[CH2:18][CH2:17]1 |f:2.3,5.6.7|. Reported procedure: 4-Chlorobenzhydrylpiperazine (14.34 g, 50 mmol) in EtOH (150 mL) was added to epichlorohydrin (3.92 mL, 50 mmol) in ethanol (25 mL) and NaHCO3 (4.2 g, 50 mmol) over 45 min at 0° C. under nitrogen. After 20 h, the EtOH was removed in vacuo and the residue eluted through silica gel using 50% methanol: methylene chloride to give the pure product (3.40 g, 18.3%) as a white solid, mp 72°-74° C. DCI/MS (M+1) 379. 400 MHz 1H NMR (CDCl3) δ: 7.5-7.35 (m, 9H), 4.2 (s, 1H), 3.65 (m, 2H), 2.9 (m, 2H), 2.7-2... The reactants are C(C)C=1N=C(SC1C#C)N (4-ethyl-5-ethynyl-thiazol-2-ylamine). Solvent: C(C)(=O)OCC (ethyl acetate). Procedure: The above prepared 4-ethyl-5-ethynyl-thiazol-2-ylamine (0.255 g, 1.675 mmol) was dissolved in 8 mL of ethyl acetate and hydrogenated over 0.125 g of Pd on charcoal (10%) at atmospheric pressure and ambient temperature over night. Filtration over a pad of Ceite and evaporation off all solvents, followed by flash chromatography (SiO2, hexane/ethyl acetate=6/4), yielded 0.184 g of the title product as light yellow solid. The reagents and catalysts are [Pd] (Pd on charcoal). Yields the product C(C)C=1N=C(SC1CC)N (4,5-Diethyl-thiazol-2-ylamine). Reaction SMILES: [CH2:1]([C:3]1[N:4]=[C:5]([NH2:10])[S:6][C:7]=1[C:8]#[CH:9])[CH3:2]>C(OCC)(=O)C.[Pd]>[CH2:1]([C:3]1[N:4]=[C:5]([NH2:10])[S:6][C:7]=1[CH2:8][CH3:9])[CH3:2]. Yield: 70.3%. Reactants: C(=O)(N1C=NC=C1)N1C=NC=C1 (1,1′-Carbonyldiimidazole), FC(C1(CC1)C(=O)O)(F)F (1-(trifluoromethyl)cyclopropanecarboxylic acid), C(C)OC(=O)C1CCNCC1 (Piperidine-4-carboxylic acid ethyl ester). Run in O1CCCC1 (tetrahydrofuran). Conditions: time 16 hour. Yields the product C(C)OC(=O)C1CCN(CC1)C(=O)C1(CC1)C(F)(F)F (1-(1-Trifluoromethyl-cyclopropanecarbonyl)-piperidine-4-carboxylic acid ethyl ester). The yield is 102.2%. Reaction SMILES: C(N1C=CN=C1)(N1C=CN=C1)=O.[F:13][C:14]([F:22])([F:21])[C:15]1([C:18](O)=[O:19])[CH2:17][CH2:16]1.[CH2:23]([O:25][C:26]([CH:28]1[CH2:33][CH2:32][NH:31][CH2:30][CH2:29]1)=[O:27])[CH3:24]>O1CCCC1>[CH2:23]([O:25][C:26]([CH:28]1[CH2:33][CH2:32][N:31]([C:18]([C:15]2([C:14]([F:22])([F:21])[F:13])[CH2:17][CH2:16]2)=[O:19])[CH2:30][CH2:29]1)=[O:27])[CH3:24]. Reported procedure: 1,1′-Carbonyldiimidazole (77.36 g; 467.52 mmol) is added to a solution of 1-(trifluoromethyl)cyclopropanecarboxylic acid (72.04 g; 467.52 mmol) in tetrahydrofuran (600 mL) while keeping the internal temperature below 30° C. Piperidine-4-carboxylic acid ethyl ester (50 g; 311.68 mmol) is added after 10 min and the reaction is stirred under nitrogen atmosphere at room temperature for 16 h. The solvent is removed under controlled vacuum and the residue is partitioned between 2 M aqueous solution of... Starting materials: COC(CC1=CC(=CC=C1)OC1=C(C=C(C=C1)C(F)(F)F)CNC)=O ([3-(2-methylaminomethyl-4-trifluoromethyl-phenoxy)-phenyl]-acetic acid methyl ester), COC1=CC=C(C=C1)S(=O)(=O)Cl (4-methoxybenzenesulfonyl chloride). Product: COC(CC1=CC(=CC=C1)OC1=C(C=C(C=C1)C(F)(F)F)CN(C)S(=O)(=O)C1=CC=C(C=C1)OC)=O ([3-(2-{[(4-Methoxy-benzenesulfonyl)-methyl-amino]-methyl}-4-trifluoromethyl-phenoxy)-phenyl]-acetic acid methyl ester). As a reaction SMILES: [CH3:1][O:2][C:3](=[O:25])[CH2:4][C:5]1[CH:10]=[CH:9][CH:8]=[C:7]([O:11][C:12]2[CH:17]=[CH:16][C:15]([C:18]([F:21])([F:20])[F:19])=[CH:14][C:13]=2[CH2:22][NH:23][CH3:24])[CH:6]=1.[CH3:26][O:27][C:28]1[CH:33]=[CH:32][C:31]([S:34](Cl)(=[O:36])=[O:35])=[CH:30][CH:29]=1>>[CH3:1][O:2][C:3](=[O:25])[CH2:4][C:5]1[CH:10]=[CH:9][CH:8]=[C:7]([O:11][C:12]2[CH:17]=[CH:16][C:15]([C:18]([F:20])([F:19])[F:21])=[CH:14][C:13]=2[CH2:22][N:23]([S:34]([C:31]2[CH:30]=[CH:29][C:28]([O:27][CH3:26])=[CH:33][CH:32]=2)(=[O:36])=[O:35])[CH3:24])[CH:6]=1. Reported procedure: Prepared according to the procedure described in Example 22, Step 1, using the following starting materials: [3-(2-methylaminomethyl-4-trifluoromethyl-phenoxy)-phenyl]-acetic acid methyl ester and 4-methoxybenzenesulfonyl chloride. Starting materials: [F-].C(CCC)[N+](CCCC)(CCCC)CCCC (tetrabutyl ammonium fluoride), Cl (hydrochloric acid), COC(=O)[C@@H]1CC[C@H](CC1)NS(=O)(=O)C=1C=C(C(=O)OCC[Si](C)(C)C)C=CC1 (2-(trimethylsilyl)ethyl 3-{[trans-4-(methoxycarbonyl)cyclohexyl]sulfamoyl}benzoate), C(C)I (ethyl iodide), C([O-])([O-])=O.[K+].[K+] (potassium carbonate). The solvent is C1CCOC1 (THF), C1CCOC1 (THF), O (water), CN(C)C=O (DMF). Reaction conditions: temperature 65 celsius, time 8 hour. Product: C(C)N(S(=O)(=O)C=1C=C(C(=O)O)C=CC1)[C@@H]1CC[C@H](CC1)C(=O)OC (3-{ethyl[trans-4-(methoxycarbonyl)cyclohexyl]sulfamoyl}benzoic acid). As a reaction SMILES: [CH3:1][O:2][C:3]([C@H:5]1[CH2:10][CH2:9][C@H:8]([NH:11][S:12]([C:15]2[CH:16]=[C:17]([CH:27]=[CH:28][CH:29]=2)[C:18]([O:20]CC[Si](C)(C)C)=[O:19])(=[O:14])=[O:13])[CH2:7][CH2:6]1)=[O:4].[CH2:30](I)[CH3:31].C(=O)([O-])[O-].[K+].[K+].[F-].C([N+](CCCC)(CCCC)CCCC)CCC.Cl>C1COCC1.O.CN(C=O)C>[CH2:30]([N:11]([C@H:8]1[CH2:9][CH2:10][C@H:5]([C:3]([O:2][CH3:1])=[O:4])[CH2:6][CH2:7]1)[S:12]([C:15]1[CH:16]=[C:17]([CH:27]=[CH:28][CH:29]=1)[C:18]([OH:20])=[O:19])(=[O:13])=[O:14])[CH3:31] |f:2.3.4,5.6|. Reported procedure: A mixture of 450 mg of 2-(trimethylsilyl)ethyl 3-{[trans-4-(methoxycarbonyl)cyclohexyl]sulfamoyl}benzoate, 0.15 mL of ethyl iodide, 422 mg of potassium carbonate, and 4.5 mL of DMF was stirred at 65° C. overnight. To the reaction mixture was added water, followed by extraction with ethyl acetate. Then, the organic layer was washed with water and saturated brine in this order, dried over anhydrous sodium sulfate, and then concentrated under reduced pressure to obtain a colorless oily substance. T... Reactants: CC=1C=C(C(=O)OC)C=CC1[N+](=O)[O-] (methyl 3-methyl-4-nitrobenzoate), [NH4+].[Cl-] (NH4Cl). The solvent is CO (MeOH), O (H2O), [Fe] (Fe). The product is NC1=C(C=C(C(=O)OC)C=C1)C (methy 4-amino-3-methylbenzoate), solid. The yield is 62.0%. RXN SMILES: [CH3:1][C:2]1[CH:3]=[C:4]([CH:9]=[CH:10][C:11]=1[N+:12]([O-])=O)[C:5]([O:7][CH3:8])=[O:6].[NH4+].[Cl-]>CO.O.[Fe]>[NH2:12][C:11]1[CH:10]=[CH:9][C:4]([C:5]([O:7][CH3:8])=[O:6])=[CH:3][C:2]=1[CH3:1] |f:1.2|. Procedure: To a stirred solution of methyl 3-methyl-4-nitrobenzoate (50 g, 1.0 eq) in 1 L MeOH were added at rt a solution of NH4Cl (137 g, 10 eq) in 60 mL H2O and Fe power (96 g, 7 eq), and the resulting mixture is heated at reflux for 4 h. The reaction mixture was allowed to cool to rt, filtered, and water was added. The mixture was extracted with EtOAc. The extract was dried, washed with water, and concentrated to give the desired product directly as a white solid (26 g, 62%).